From a dataset of the Open Reaction Database (ORD), a public repository of structured organic reaction records. describe an organic reaction: reactants, conditions, products, and yield Reactants: COC(=O)c1cc(O)ccc1C, CCOC(C)=O, CS(=O)(=O)c1nc2cc(-c3ccc(-c4ccccc4)cc3)c(F)cc2[nH]1, c1ccncc1. Yields the product COC(=O)c1cc(Oc2nc3cc(-c4ccc(-c5ccccc5)cc4)c(F)cc3[nH]2)ccc1C. RXN SMILES: [CH3:27][O:28][C:29]([c:30]1[c:31]([CH3:37])[cH:32][cH:33][c:34]([OH:36])[cH:35]1)=[O:38].[CH3:45][CH2:46][O:47][C:48]([CH3:49])=[O:50].[c:1]1(-[c:21]2[cH:22][cH:23][cH:24][cH:25][cH:26]2)[cH:2][cH:3][c:4](-[c:7]2[cH:8][c:9]3[c:10]([nH:11][c:12]([S:14]([CH3:15])(=[O:16])=[O:17])[n:13]3)[cH:18][c:19]2[F:20])[cH:5][cH:6]1.[cH:39]1[cH:40][cH:41][n:42][cH:43][cH:44]1>>[c:1]1(-[c:21]2[cH:22][cH:23][cH:24][cH:25][cH:26]2)[cH:2][cH:3][c:4](-[c:7]2[cH:8][c:9]3[c:10]([nH:11][c:12]([O:36][c:34]4[cH:33][cH:32][c:31]([CH3:37])[c:30]([C:29]([O:28][CH3:27])=[O:38])[cH:35]4)[n:13]3)[cH:18][c:19]2[F:20])[cH:5][cH:6]1. Starting materials: Cl (HCl), ClC=1N=CNC1C(=O)OC (methyl 4-chloro-1H-imidazole-5-carboxylate), CO (MeOH), [OH-].[Na+] (NaOH). The solvent is O1CCOCC1 (dioxane). The product is ClC=1N=CNC1C(=O)O (4-chloro-1H-imidazole-5-carboxylic acid). Isolated yield 89.2%. RXN SMILES: [Cl:1][C:2]1[N:3]=[CH:4][NH:5][C:6]=1[C:7]([O:9]C)=[O:8].CO.[OH-].[Na+].Cl>O1CCOCC1>[Cl:1][C:2]1[N:3]=[CH:4][NH:5][C:6]=1[C:7]([OH:9])=[O:8] |f:2.3|. Reported procedure: A solution of methyl 4-chloro-1H-imidazole-5-carboxylate (0.061 g, 0.4 mmol) was stirred in a solution of MeOH (2 mL), dioxane (2 mL) and 2N NaOH (1.9 mL, 3.8 mmol) at RT for 4 days. The reaction mixture was then acidified by addition of 1M HCl (20 mL) and extracted with EtOAc. The organic extracts were dried (Na2SO4), and the solvent was evaporated to provide 4-chloro-1H-imidazole-5-carboxylic acid (0.0523 g, 94%) as a white solid which was used without further purification. 4-Chloro-N-({4-chlo... Starting materials: COCCBr, O=C([O-])O, [H-], [Na+], [Na+], CN(C)C=O, CC(C)CN(C(=O)c1nnn(-c2ccccc2)c1CO)C1CC(C(=O)N2CCOCC2)CN(C(=O)OC(C)(C)C)C1. Product: COCCOCc1c(C(=O)N(CC(C)C)C2CC(C(=O)N3CCOCC3)CN(C(=O)OC(C)(C)C)C2)nnn1-c1ccccc1. As a reaction SMILES: [Br:44][CH2:45][CH2:46][O:47][CH3:48].[C:54](=[O:55])([O-:56])[OH:57].[H-:42].[Na+:43].[Na+:58].[O:49]=[CH:50][N:51]([CH3:52])[CH3:53].[OH:1][CH2:2][c:3]1[c:4]([C:14](=[O:15])[N:16]([CH:17]2[CH2:18][N:19]([C:31](=[O:32])[O:33][C:34]([CH3:35])([CH3:36])[CH3:37])[CH2:20][CH:21]([C:23](=[O:24])[N:25]3[CH2:26][CH2:27][O:28][CH2:29][CH2:30]3)[CH2:22]2)[CH2:38][CH:39]([CH3:40])[CH3:41])[n:5][n:6][n:7]1-[c:8]1[cH:9][cH:10][cH:11][cH:12][cH:13]1>>[O:1]([CH2:2][c:3]1[c:4]([C:14](=[O:15])[N:16]([CH:17]2[CH2:18][N:19]([C:31](=[O:32])[O:33][C:34]([CH3:35])([CH3:36])[CH3:37])[CH2:20][CH:21]([C:23](=[O:24])[N:25]3[CH2:26][CH2:27][O:28][CH2:29][CH2:30]3)[CH2:22]2)[CH2:38][CH:39]([CH3:40])[CH3:41])[n:5][n:6][n:7]1-[c:8]1[cH:9][cH:10][cH:11][cH:12][cH:13]1)[CH2:45][CH2:46][O:47][CH3:48]. The reactants are B, CSC, CSC, N#Cc1cc(CCCCl)ccn1, Cl, [H][H], [Na+], [Na+], O=C([O-])[O-], C1CCOC1. Yields the product NCc1cc(CCCCl)ccn1. Reaction SMILES: [BH3:4].[CH3:17][S:18][CH3:19].[CH3:1][S:2][CH3:3].[Cl:5][CH2:6][CH2:7][CH2:8][c:9]1[cH:10][c:11]([C:15]#[N:16])[n:12][cH:13][cH:14]1.[ClH:20].[H:21][H:22].[Na+:23].[Na+:24].[O-:25][C:26](=[O:27])[O-:28].[O:29]1[CH2:30][CH2:31][CH2:32][CH2:33]1>>[Cl:5][CH2:6][CH2:7][CH2:8][c:9]1[cH:10][c:11]([CH2:15][NH2:16])[n:12][cH:13][cH:14]1. Starting materials: ClC(=O)N1C(C(NC2=CC=CC=C12)=O)(C)C (4-chlorocarbonyl-3,3-dimethyl-1,2,3,4-tetrahydroquinoxalin-2-one), CC([O-])C.[Li+] (lithium isopropoxide), CC1(C(NC2=CC=CC=C2N1)=O)C (3,3-dimethyl-1,2,3,4-tetrahydroquinoxalin-2-one), FC=1C=C2NC(C(NC2=CC1)=O)(C)C (6-fluoro-3,3-dimethyl-1,2,3,4-tetrahydroquinoxalin-2-one). Run in CC(C)O (2-propanol). Conditions: time 1.5 hour. The product is CC1(C(NC2=CC=CC=C2N1C(=O)OC(C)C)=O)C (3,3-Dimethyl-4-[(1-methyl)ethyl]oxycarbonyl-1,2,3,4-tetrahydroquinoxalin-2-one). As a reaction SMILES: Cl[C:2]([N:4]1[C:13]2[C:8](=[CH:9][CH:10]=[CH:11][CH:12]=2)[NH:7][C:6](=[O:14])[C:5]1([CH3:16])[CH3:15])=[O:3].CC1(C)NC2C(=CC=CC=2)NC1=O.FC1C=C2C(=CC=1)NC(=O)C(C)(C)N2.[CH3:44][CH:45]([CH3:47])[O-:46].[Li+]>CC(O)C>[CH3:15][C:5]1([CH3:16])[N:4]([C:2]([O:46][CH:45]([CH3:47])[CH3:44])=[O:3])[C:13]2[C:8](=[CH:9][CH:10]=[CH:11][CH:12]=2)[NH:7][C:6]1=[O:14] |f:3.4|. Procedure: To 2.28 g of 4-chlorocarbonyl-3,3-dimethyl-1,2,3,4-tetrahydroquinoxalin-2-one (prepared by the method of Example 32 but using 3,3-dimethyl-1,2,3,4-tetrahydroquinoxalin-2-one rather than 6-fluoro-3,3-dimethyl-1,2,3,4-tetrahydroquinoxalin-2-one) in 25 ml of 2-propanol (the starting material is not all in solution) are added 0.694 g of lithium isopropoxide. After about 1.5 hr the reaction mixture became homogeneous and then again heterogeneous as the product precipitated out. After a total of 2 hr ... Reactants: CC(C)(O)c1ccc(Br)cc1F, CC[SiH](CC)CC, ClCCl, O=C(O)C(F)(F)F. The product is CC(C)c1ccc(Br)cc1F. RXN SMILES: [Br:1][c:2]1[cH:3][c:4]([F:12])[c:5]([C:8]([CH3:9])([CH3:10])[OH:11])[cH:6][cH:7]1.[CH2:13]([SiH:14]([CH2:15][CH3:16])[CH2:17][CH3:18])[CH3:19].[Cl:27][CH2:28][Cl:29].[OH:20][C:21]([C:22]([F:23])([F:24])[F:25])=[O:26]>>[Br:1][c:2]1[cH:3][c:4]([F:12])[c:5]([CH:8]([CH3:9])[CH3:10])[cH:6][cH:7]1. The reactants are NC=1C(=CC=2C=3C=CN=C([C@H](CCC[C@H](C(NC2C1)=O)C)NC(OC(C)(C)C)=O)C3)I (tert-Butyl N-[(10R,14S)-5-amino-4-iodo-10-methyl-9-oxo-8,16-diazatricyclo[13.3.1.02,7]nonadeca-1(19),2(7),3,5,15,17-hexaen-14-yl]carbamate), C(C=C)(=O)OC (methyl acrylate), C(CCC)N(CCCC)CCCC (tributylamine). Reagents/catalysts: CC(=O)[O-].CC(=O)[O-].[Pd+2] (Pd(OAc)2). The solvent is CN(C)C=O (DMF), O (water). Yields the product NC=1C(=CC=2C=3C=CN=C([C@H](CCC[C@H](C(NC2C1)=O)C)NC(=O)OC(C)(C)C)C3)/C=C/C(=O)OC (Methyl (2E)-3-[(10R,14S)-5-amino-14-{[(tert-butoxy)carbonyl]amino}-10-methyl-9-oxo-8,16-diazatricyclo[13.3.1.02,7]nonadeca-1(19),2(7),3,5,15,17-hexaen-4-yl]prop-2-enoate). Yield: 89.5%. As a reaction SMILES: [NH2:1][C:2]1[C:3](I)=[CH:4][C:5]2[C:6]3[CH:7]=[CH:8][N:9]=[C:10]([CH:30]=3)[C@@H:11]([NH:22][C:23](=[O:29])[O:24][C:25]([CH3:28])([CH3:27])[CH3:26])[CH2:12][CH2:13][CH2:14][C@@H:15]([CH3:21])[C:16](=[O:20])[NH:17][C:18]=2[CH:19]=1.[C:32]([O:36][CH3:37])(=[O:35])[CH:33]=[CH2:34].C(N(CCCC)CCCC)CCC>CN(C=O)C.O.CC([O-])=O.CC([O-])=O.[Pd+2]>[NH2:1][C:2]1[C:3](/[CH:34]=[CH:33]/[C:32]([O:36][CH3:37])=[O:35])=[CH:4][C:5]2[C:6]3[CH:7]=[CH:8][N:9]=[C:10]([CH:30]=3)[C@@H:11]([NH:22][C:23]([O:24][C:25]([CH3:28])([CH3:27])[CH3:26])=[O:29])[CH2:12][CH2:13][CH2:14][C@@H:15]([CH3:21])[C:16](=[O:20])[NH:17][C:18]=2[CH:19]=1 |f:5.6.7|. Procedure: To a solution of 86B (0.15 g, 0.280 mmol) in DMF (2.80 ml) was added methyl acrylate (0.048 g, 0.559 mmol), Pd(OAc)2 (2.51 mg, 0.011 mmol), and tributylamine (0.067 ml, 0.280 mmol). The reaction was microwaved at 150° C. for 10 min and the reaction was cooled to rt. The reaction mixture was diluted with water and extracted with ethyl acetate (3×). The combined organic layers were washed with water, brine, dried over Na2SO4, filtered and concentrated. Purification by normal phase chromatography a... The reactants are ONC(=N)C1=C2CCC(C2=CC=C1)=NO (4-(N-hydroxyarnidino)-2,3-dihydro-1H-inden-1-one oxime), NN1C(=NC(=C1)C1=CC2=CC=CC=C2C=C1)N (1,2-diamino-4-(2-naphthyl)-imidazole), Cl (hydrochloric acid). Run in C(C)(C)O (isopropanol). Run at temperature 120 celsius, time 24 hour. Yields the product Cl.Cl.ONC(=N)C1=C2CCC(C2=CC=C1)=NN1C(=NC(=C1)C1=CC2=CC=CC=C2C=C1)N (1-[4-(N-Hydroxyamidino)-2,3-dihydro-1H-inden-1-ylideneamino]-2-amino-4-(2-naphthyl)-imidazole dihydrochloride). As a reaction SMILES: [ClH:1].[OH:2][NH:3][C:4]([C:6]1[CH:14]=[CH:13][CH:12]=[C:11]2[C:7]=1[CH2:8][CH2:9][C:10]2=[N:15]O)=[NH:5].N[N:18]1[CH:22]=[C:21]([C:23]2[CH:32]=[CH:31][C:30]3[C:25](=[CH:26][CH:27]=[CH:28][CH:29]=3)[CH:24]=2)[N:20]=[C:19]1[NH2:33]>C(O)(C)C>[ClH:1].[ClH:1].[OH:2][NH:3][C:4]([C:6]1[CH:14]=[CH:13][CH:12]=[C:11]2[C:7]=1[CH2:8][CH2:9][C:10]2=[N:15][N:18]1[CH:22]=[C:21]([C:23]2[CH:32]=[CH:31][C:30]3[C:25](=[CH:26][CH:27]=[CH:28][CH:29]=3)[CH:24]=2)[N:20]=[C:19]1[NH2:33])=[NH:5] |f:4.5.6|. Procedure details: 7 ml of concentrated hydrochloric acid are added, with stirring, to a mixture of 2.01 g (9.8 mmol) of 4-(N-hydroxyarnidino)-2,3-dihydro-1H-inden-1-one oxime, 2.2 g (9.8 mmol) of 1,2-diamino-4-(2-naphthyl)-imidazole (see J. Heterocycl. Chem. 11, 327-329 (1974)) and 25 ml of isopropanol, and the mixture is stirred at 120° C. for 24 hours. The mixture is cooled to 20° C., filtered and washed with isopropanol, and the filtration product is taken up in 60 ml of methylene chloride. The suspension is s...